Dataset: the Open Reaction Database (ORD), a public repository of structured organic reaction records. Task: describe an organic reaction: reactants, conditions, products, and yield Starting materials: S1C(=CC=C1)CC(=O)NC1[C@@H]2N(C(=C(CS2)C(C)OC(C)=O)C(=O)OC(C2=CC=CC=C2)C2=CC=CC=C2)C1=O (diphenylmethyl 7-(2-thienylacetamido)-3-(1-acetoxyethyl)-3-cephem-4-carboxylate), C1(=CC=CC=C1)OC (anisole), FC(C(=O)O)(F)F (trifluoroacetic acid), C(C)(=O)OCC (ethyl acetate). The solvent is C(Cl)Cl (methylene chloride). Run at time 15 minute. Yields the product S1C(=CC=C1)CC(=O)NC1[C@@H]2N(C(=C(CS2)C(C)OC(C)=O)C(=O)O)C1=O (7-(2-thienylacetamido)-3-(1-acetoxyethyl)-3-cephem-4-carboxylic acid), N1=C(C=C(C=C1C)C)C (collidine), C(C1=CC=CC=C1)N (benzylamine). RXN SMILES: [S:1]1[CH:5]=[CH:4][CH:3]=[C:2]1[CH2:6][C:7]([NH:9][CH:10]1[C:39](=[O:40])[N:12]2[C:13]([C:23]([O:25]C(C3C=CC=CC=3)C3C=CC=CC=3)=[O:24])=[C:14]([CH:17]([O:19][C:20](=[O:22])[CH3:21])[CH3:18])[CH2:15][S:16][C@H:11]12)=[O:8].[C:41]1(OC)[CH:46]=[CH:45][CH:44]=[CH:43][CH:42]=1.F[C:50](F)(F)[C:51](O)=O.C(O[CH2:60][CH3:61])(=O)C>C(Cl)Cl>[S:1]1[CH:5]=[CH:4][CH:3]=[C:2]1[CH2:6][C:7]([NH:9][CH:10]1[C:39](=[O:40])[N:12]2[C:13]([C:23]([OH:25])=[O:24])=[C:14]([CH:17]([O:19][C:20](=[O:22])[CH3:21])[CH3:18])[CH2:15][S:16][C@H:11]12)=[O:8].[N:9]1[C:10]([CH3:39])=[CH:11][C:60]([CH3:61])=[CH:41][C:51]=1[CH3:50].[CH2:7]([NH2:9])[C:41]1[CH:46]=[CH:45][CH:44]=[CH:43][CH:42]=1. Reported procedure: To a solution of diphenylmethyl 7-(2-thienylacetamido)-3-(1-acetoxyethyl)-3-cephem-4-carboxylate (stereoisomer A: 58 mg) in methylene chloride (0.6 ml) are added anisole (0.12 ml) and trifluoroacetic acid (0.12 ml). After 15 minutes, the reaction mixture is concentrated at room temperature, and obtained residue is dissolved in ethyl acetate, and is extracted with aqueous sodium hydrogen carbonate solution. The extract aqueous solution is cooled with ice, stirred and neutralized with 1N-hydrochlo...